This data is from the Open Reaction Database (ORD), a public repository of structured organic reaction records. The task is: describe an organic reaction: reactants, conditions, products, and yield The reactants are C1(=CC=CC=C1)SC (Thioanisole), FC(C(=O)O)(F)F (trifluoroacetic acid), C(C1=CC=CC=C1)OC1=C(C(=O)NC2=C(C(=O)OC(C)(C)C)C=CC(=C2)C2=CC=CC=C2)C=CC(=C1)C1=COC=C1 (tert-butyl 2-(2-(benzyloxy)-4-(furan-3-yl)benzamido)-4-phenylbenzoate). Conditions: time 20 minute. Yields the product O1C=C(C=C1)C1=CC(=C(C(=O)NC2=C(C(=O)O)C=CC(=C2)C2=CC=CC=C2)C=C1)O (2-(4-(furan-3-yl)-2-hydroxybenzamido)-4-phenylbenzoic acid). Yield: 28.8%. Reaction SMILES: C1(SC)C=CC=CC=1.FC(F)(F)C(O)=O.C([O:23][C:24]1[CH:51]=[C:50]([C:52]2[CH:56]=[CH:55][O:54][CH:53]=2)[CH:49]=[CH:48][C:25]=1[C:26]([NH:28][C:29]1[CH:41]=[C:40]([C:42]2[CH:47]=[CH:46][CH:45]=[CH:44][CH:43]=2)[CH:39]=[CH:38][C:30]=1[C:31]([O:33]C(C)(C)C)=[O:32])=[O:27])C1C=CC=CC=1>>[O:54]1[CH:55]=[CH:56][C:52]([C:50]2[CH:49]=[CH:48][C:25]([C:26]([NH:28][C:29]3[CH:41]=[C:40]([C:42]4[CH:47]=[CH:46][CH:45]=[CH:44][CH:43]=4)[CH:39]=[CH:38][C:30]=3[C:31]([OH:33])=[O:32])=[O:27])=[C:24]([OH:23])[CH:51]=2)=[CH:53]1. Procedure: Thioanisole (0.82 mL) and trifluoroacetic acid (2.6 mL) were added to the obtained tert-butyl 2-(2-(benzyloxy)-4-(furan-3-yl)benzamido)-4-phenylbenzoate (0.076 g), followed by stirring at room temperature for 3 hours and 20 minutes. The solvent was evaporated under reduced pressure, and a 2 mol/L aqueous solution of sodium hydroxide and toluene were added to the residue. The aqueous layer was separated and adjusted to a pH of 4.5 with 6 mol/L hydrochloric acid. The solid substance was collected ... The reactants are ClC=1C2=C(N(C(CN1)=O)C)C=CC(=C2)C2=CC=CC=C2 (5-chloro-1-methyl-7-phenyl-1,3-dihydro-benzo[e][1,4]diazepin-2-one), C(=O)C=1C=C(C=CC1)B(O)O (3-formylbenzene boronic acid), COC1=C(C=CC=C1)B(O)O (2-methoxyphenyl boronic acid). The product is COC1=C(C=CC=C1)C=1C2=C(N(C(CN1)=O)C)C=CC(=C2)C2=CC=CC=C2 (5-(2-Methoxy-phenyl)-1-methyl-7-phenyl-1,3-dihydro-benzo[e][1,4]diazepin-2-one). Isolated yield 58.0%. As a reaction SMILES: Cl[C:2]1[C:3]2[CH:14]=[C:13]([C:15]3[CH:20]=[CH:19][CH:18]=[CH:17][CH:16]=3)[CH:12]=[CH:11][C:4]=2[N:5]([CH3:10])[C:6](=[O:9])[CH2:7][N:8]=1.C(C1C=C(B(O)O)C=CC=1)=O.[CH3:32][O:33][C:34]1[CH:39]=[CH:38][CH:37]=[CH:36][C:35]=1B(O)O>>[CH3:32][O:33][C:34]1[CH:39]=[CH:38][CH:37]=[CH:36][C:35]=1[C:2]1[C:3]2[CH:14]=[C:13]([C:15]3[CH:20]=[CH:19][CH:18]=[CH:17][CH:16]=3)[CH:12]=[CH:11][C:4]=2[N:5]([CH3:10])[C:6](=[O:9])[CH2:7][N:8]=1. Reported procedure: Prepared from 5-chloro-1-methyl-7-phenyl-1,3-dihydro-benzo[e][1,4]diazepin-2-one using the same method described for Example 9 and instead of using 3-formylbenzene boronic acid, we used 2-methoxyphenyl boronic acid. The title compound (87 mg) was obtained as a beige solid, (yield=58%). Reactants: O (water), C(C)(C)(C)OC(=O)NCC=1N(C(C2=CC=C(C=C2C1C1=CC=CC=C1)/C=C/C(=O)O)=O)CC(C)C ((E)-3-[3-[[(tert-butoxycarbonyl)amino]methyl]-2-isobutyl-1-oxo-4-phenyl-1,2-dihydro-6-isoquinolinyl]-2-propenic acid), Cl.C(C)N=C=NCCCN(C)C (1-ethyl-3-(3-dimethylaminopropyl)carbodiimide hydrochloride), [NH4+].ON1N=NC2=C1C=CC=C2 (1-hydroxybenzotriazole ammonium salt). Solvent: CN(C=O)C (N,N-dimethylformamide). Product: C(C)(C)(C)OC(=O)NCC=1N(C(C2=CC=C(C=C2C1C1=CC=CC=C1)/C=C/C(=O)N)=O)CC(C)C ((E)-3-[3-[[(tert-butoxycarbonyl)amino]methyl]-2-isobutyl-1-oxo-4-phenyl-1,2-dihydro-6-isoquinolinyl]-2-propenamide). Yield: 93.1%. As a reaction SMILES: [C:1]([O:5][C:6]([NH:8][CH2:9][C:10]1[N:11]([CH2:32][CH:33]([CH3:35])[CH3:34])[C:12](=[O:31])[C:13]2[C:18]([C:19]=1[C:20]1[CH:25]=[CH:24][CH:23]=[CH:22][CH:21]=1)=[CH:17][C:16](/[CH:26]=[CH:27]/[C:28]([OH:30])=O)=[CH:15][CH:14]=2)=[O:7])([CH3:4])([CH3:3])[CH3:2].Cl.C([N:39]=C=NCCCN(C)C)C.[NH4+].ON1C2C=CC=CC=2N=N1.O>CN(C)C=O>[C:1]([O:5][C:6]([NH:8][CH2:9][C:10]1[N:11]([CH2:32][CH:33]([CH3:35])[CH3:34])[C:12](=[O:31])[C:13]2[C:18]([C:19]=1[C:20]1[CH:25]=[CH:24][CH:23]=[CH:22][CH:21]=1)=[CH:17][C:16](/[CH:26]=[CH:27]/[C:28]([NH2:39])=[O:30])=[CH:15][CH:14]=2)=[O:7])([CH3:2])([CH3:3])[CH3:4] |f:1.2,3.4|. Procedure: A solution of (E)-3-[3-[[(tert-butoxycarbonyl)amino]methyl]-2-isobutyl-1-oxo-4-phenyl-1,2-dihydro-6-isoquinolinyl]-2-propenic acid (0.33 g, 0.7 mmol), 1-ethyl-3-(3-dimethylaminopropyl)carbodiimide hydrochloride (0.27 g, 1.4 mmol) and 1-hydroxybenzotriazole ammonium salt (0.21 g, 1.4 mmol) in N,N-dimethylformamide (10 mL) was stirred at room temperature for 2 h. The reaction mixture was poured into water and extracted with ethyl acetate. The extract was washed with brine, dried over anhydrous mag... The reactants are C#CC(C)(C)Oc1ccc(OC(F)(F)F)cc1, Clc1ccccc1. The product is CC1(C)C=Cc2cc(OC(F)(F)F)ccc2O1. Reaction SMILES: [CH3:1][C:2]([C:3]#[CH:4])([CH3:5])[O:6][c:7]1[cH:8][cH:9][c:10]([O:13][C:14]([F:15])([F:16])[F:17])[cH:11][cH:12]1.[Cl:18][c:19]1[cH:20][cH:21][cH:22][cH:23][cH:24]1>>[CH3:1][C:2]1([CH3:5])[CH:3]=[CH:4][c:8]2[c:7]([cH:12][cH:11][c:10]([O:13][C:14]([F:15])([F:16])[F:17])[cH:9]2)[O:6]1. The reactants are Cl (hydrochloric acid), Cl (hydrochloric acid), [C-]#N.[K+] (potassium cyanide), C(C)(C)(C)N(N)CCO (N-tert.-Butyl-N-(2-hydroxyethyl)-hydrazine), N(=O)[O-].[Na+] (sodium nitrite), C=O (formalin). Solvent: C(C)O (ethanol), O (water), O (water), O (water). Run at time 2 hour. Procedure details: The oil obtained in stage c (14 g) is dissolved in 50 ml of water and 8.1 g of concentrated hydrochloric acid and the solution is cooled to -5° C. A solution of 6.6 g of potassium cyanide in 20 ml of water is then added dropwise. After addition of 15 ml of ethanol, a 39% strength formalin solution (8.2 g) is added dropwise and the pH of the mixture is brought to 7. The mixture is stirred at room temperature for 2 hours and brought to pH 1.5 with concentrated hydrochloric acid, and a solution of ... Reaction SMILES: [C:1]([N:5]([CH2:7][CH2:8][OH:9])[NH2:6])([CH3:4])([CH3:3])[CH3:2].[ClH:10].[C-:11]#[N:12].[K+].[CH2:14]=O.[N:16]([O-:18])=O.[Na+]>O.C(O)C>[ClH:10].[C:1]([N:5]([CH2:7][CH2:8][OH:9])[N+:6]1[N-:16][O:18][C:11](=[NH:12])[CH:14]=1)([CH3:4])([CH3:3])[CH3:2] |f:2.3,5.6,9.10|. Product: Cl.C(C)(C)(C)N([N+]=1[N-]OC(C1)=N)CCO (3-(tert.-Butyl-(2-hydroxyethyl)-amino)-sydnonimine hydrochloride). The reactants are ClC1=CC=C(C(=O)N2C(=C(C3=CC(=CC=C23)OC)CNO)C)C=C1 (1-(4-chlorobenzoyl)-N-hydroxy-5-methoxy-2-methyl-1H-indole-3-methanamine), C1(CCC(=O)O1)=O (succinic anhydride), C(C)(=O)[O-].[Na+] (sodium acetate). Run in C(C)(=O)OCC (ethyl acetate), O1CCOCC1.O (dioxane water). Yields the product ClC1=CC=C(C(=O)N2C(=C(C3=CC(=CC=C23)OC)CN(C(CCC(=O)O)=O)O)C)C=C1 (4-[[[1-(4-chlorobenzoyl)-5-methoxy-2-methyl-1H-indol-3-yl]methyl]hydroxyamino]-4-oxo-butanoic acid). The yield is 44.0%. As a reaction SMILES: [Cl:1][C:2]1[CH:24]=[CH:23][C:5]([C:6]([N:8]2[C:16]3[C:11](=[CH:12][C:13]([O:17][CH3:18])=[CH:14][CH:15]=3)[C:10]([CH2:19][NH:20][OH:21])=[C:9]2[CH3:22])=[O:7])=[CH:4][CH:3]=1.[C:25]1(=[O:31])[O:30][C:28](=[O:29])[CH2:27][CH2:26]1.C([O-])(=O)C.[Na+]>O1CCOCC1.O.C(OCC)(=O)C>[Cl:1][C:2]1[CH:24]=[CH:23][C:5]([C:6]([N:8]2[C:16]3[C:11](=[CH:12][C:13]([O:17][CH3:18])=[CH:14][CH:15]=3)[C:10]([CH2:19][N:20]([OH:21])[C:25](=[O:31])[CH2:26][CH2:27][C:28]([OH:30])=[O:29])=[C:9]2[CH3:22])=[O:7])=[CH:4][CH:3]=1 |f:2.3,4.5|. Procedure details: According to the procedure of Example 62, 1-(4-chlorobenzoyl)-N-hydroxy-5-methoxy-2-methyl-1H-indole-3-methanamine is reacted with 1.0 eq of succinic anhydride in dioxane/water (2:1) in the presence of sodium acetate (2.5 eq). The reaction mixture is diluted with ethyl acetate and is washed with dilute aqueous HCl and then with water. The crude product is purified by recrystallization from methylene chloride. The compound is dissolved in a minimal amount of methanol, diluted with water and lyoph...